From a dataset of the Open Reaction Database (ORD), a public repository of structured organic reaction records. describe an organic reaction: reactants, conditions, products, and yield As a reaction SMILES: [CH2:1]([CH3:2])[c:3]1[n:4][c:5]2[c:6]([n:7]1[CH2:8][c:9]1[cH:10][cH:11][c:12](-[c:15]3[c:16]([C:21](=[O:22])[O:23][C:24]([CH3:25])([CH3:26])[CH3:27])[cH:17][cH:18][cH:19][cH:20]3)[cH:13][cH:14]1)[cH:28][c:29](-[c:33]1[n:34][cH:35][n:36]([CH2:38][CH2:39][C:40](=[O:41])[NH2:42])[cH:37]1)[cH:30][c:31]2[CH3:32].[CH2:50]([Cl:51])[Cl:52].[OH:43][C:44]([C:45]([F:46])([F:47])[F:48])=[O:49]>>[CH2:1]([CH3:2])[c:3]1[n:4][c:5]2[c:6]([n:7]1[CH2:8][c:9]1[cH:10][cH:11][c:12](-[c:15]3[c:16]([C:21](=[O:22])[OH:23])[cH:17][cH:18][cH:19][cH:20]3)[cH:13][cH:14]1)[cH:28][c:29](-[c:33]1[n:34][cH:35][n:36]([CH2:38][CH2:39][C:40](=[O:41])[NH2:42])[cH:37]1)[cH:30][c:31]2[CH3:32]. The reactants are CCc1nc2c(C)cc(-c3cn(CCC(N)=O)cn3)cc2n1Cc1ccc(-c2ccccc2C(=O)OC(C)(C)C)cc1, ClCCl, O=C(O)C(F)(F)F. The product is CCc1nc2c(C)cc(-c3cn(CCC(N)=O)cn3)cc2n1Cc1ccc(-c2ccccc2C(=O)O)cc1. The reactants are C(C)(C)(C)OC(N[C@@H](C=CC(CC1=CC2=CC=CC=C2C=C1)CO[Si](C)(C)C(C)(C)C)CC1=CC2=CC=CC=C2C=C1)=O (((1R)-4-(tert-Butyldimethylsilanyloxymethyl)-1-((2-naphthyl)methyl)-5-(2-naphthyl)pent-2-enyl)carbamic acid tert-butylester), C(C)(=O)OCC (ethyl acetate), C([O-])([O-])=O.[Na+].[Na+] (sodium carbonate), F (hydrogen fluoride). Run in C(C)#N (acetonitrile). Run at time 3 hour. Yields the product N[C@@H](/C=C/C(CO)CC1=CC2=CC=CC=C2C=C1)CC1=CC2=CC=CC=C2C=C1 ((3E,5R)5-Amino-6-(2-naphthyl)-2-((2-naphthyl)methyl)hex-3-en-1-ol). RXN SMILES: C(OC(=O)[NH:7][C@H:8]([CH2:32][C:33]1[CH:42]=[CH:41][C:40]2[C:35](=[CH:36][CH:37]=[CH:38][CH:39]=2)[CH:34]=1)[CH:9]=[CH:10][CH:11]([CH2:23][O:24][Si](C(C)(C)C)(C)C)[CH2:12][C:13]1[CH:22]=[CH:21][C:20]2[C:15](=[CH:16][CH:17]=[CH:18][CH:19]=2)[CH:14]=1)(C)(C)C.F.C(OCC)(=O)C.C(=O)([O-])[O-].[Na+].[Na+]>C(#N)C>[NH2:7][C@H:8]([CH2:32][C:33]1[CH:42]=[CH:41][C:40]2[C:35](=[CH:36][CH:37]=[CH:38][CH:39]=2)[CH:34]=1)/[CH:9]=[CH:10]/[CH:11]([CH2:12][C:13]1[CH:22]=[CH:21][C:20]2[C:15](=[CH:16][CH:17]=[CH:18][CH:19]=2)[CH:14]=1)[CH2:23][OH:24] |f:3.4.5|. Procedure details: ((1R)-4-(tert-Butyldimethylsilanyloxymethyl)-1-((2-naphthyl)methyl)-5-(2-naphthyl)pent-2-enyl)carbamic acid tert-butylester (2.20 g; 3.60 mmol) was dissolved in a mixture of acetonitrile (100 ml) and an aqueous solution of hydrogen fluoride (48%, 4.5 ml). After stirring for 3 h a mixture of ethyl acetate (200 ml) and aqueous sodium carbonate (10%, 200 ml) was added. The phases were separated and the organic phase was dried (Magnesium sulfate) and evaporated in vacuo. The residue was chromatograp... Reactants: [H-].[Al+3].[Li+].[H-].[H-].[H-] (lithium aluminum hydride), COC=1SC(=C(C1C=C(CC)[N+](=O)[O-])C)OC (1-[2,5-dimethoxy-4-methylthiophenyl]-2-nitro-1-butene). The solvent is C1CCOC1 (THF), CCOCC (ether), C1CCOC1 (THF). Conditions: time 7 hour. Product: NC(CC1=C(SC(=C1C)OC)OC)CC (2-amino-1-(2,5-dimethoxy-4-methylthiophenyl)butane). As a reaction SMILES: [H-].[Al+3].[Li+].[H-].[H-].[H-].[CH3:7][O:8][C:9]1[S:10][C:11]([O:22][CH3:23])=[C:12]([CH3:21])[C:13]=1[CH:14]=[C:15]([N+:18]([O-])=O)[CH2:16][CH3:17]>CCOCC.C1COCC1>[NH2:18][CH:15]([CH2:16][CH3:17])[CH2:14][C:13]1[C:12]([CH3:21])=[C:11]([O:22][CH3:23])[S:10][C:9]=1[O:8][CH3:7] |f:0.1.2.3.4.5|. Procedure: To a refluxing mixture of 1.4 g of lithium aluminum hydride in 10 ml of anhydrous ether and 40 ml of dry THF is slowly added 1.8 g of 1-[2,5-dimethoxy-4-methylthiophenyl]-2-nitro-1-butene. An additional 20 ml of THF is added to dissolve and wash all the nitro compound into the THF mixture. Refluxing is continued for seven hours. The mixture is cooled and ice water (3.4 ml) slowly added to decompose the excess lithium aluminum hydride. When the decomposition is complete, the mixture is filtered a... Reactants: CCCBr, CN(C)C=O, CCOC(C)=O, [H-], O=[N+]([O-])c1cc[nH]n1, [Na+]. The product is CCCn1ccc([N+](=O)[O-])n1. RXN SMILES: [Br:11][CH2:12][CH2:13][CH3:14].[CH3:15][N:16]([CH3:17])[CH:18]=[O:19].[CH3:20][CH2:21][O:22][C:23](=[O:24])[CH3:25].[H-:9].[N+:1](=[O:2])([O-:3])[c:4]1[n:5][nH:6][cH:7][cH:8]1.[Na+:10]>>[N+:1](=[O:2])([O-:3])[c:4]1[n:5][n:6]([CH2:12][CH2:13][CH3:14])[cH:7][cH:8]1. Starting materials: C([O-])([O-])=O.[K+].[K+] (Potassium carbonate), BrCCCl (1-bromo-2-chloroethane), C1(CC1)NC(C1=CC(=C(C=C1)C)N1C(C(=NC=C1)NC(C)(C)C1=C(C=CC=C1)O)=O)=O (N-Cyclopropyl-3-[3-[[1-(2-hydroxyphenyl)-1-methylethyl]amino]-2-oxo-1(2H)-pyrazinyl]-4-methyl-benzamide), C(C)#N (acetonitrile). Conditions: temperature 83 celsius, time 16 hour. Product: C1(CC1)NC(C1=CC(=C(C=C1)C)N1C(C(=NC=C1)NC(C)(C1=C(C=CC=C1)OCCNC)C)=O)=O (N-Cyclopropyl-4-methyl-3-[3-[[1-methyl-1-[2-[2-(methylamino)ethoxy]phenyl]ethyl]amino]-2-oxo-1(2H)-pyrazinyl]-benzamide). Reaction SMILES: C(=O)([O-])[O-].[K+].[K+].Br[CH2:8][CH2:9]Cl.[CH:11]1([NH:14][C:15](=[O:41])[C:16]2[CH:21]=[CH:20][C:19]([CH3:22])=[C:18]([N:23]3[CH:28]=[CH:27][N:26]=[C:25]([NH:29][C:30]([C:33]4[CH:38]=[CH:37][CH:36]=[CH:35][C:34]=4[OH:39])([CH3:32])[CH3:31])[C:24]3=[O:40])[CH:17]=2)[CH2:13][CH2:12]1.[C:42](#[N:44])C>>[CH:11]1([NH:14][C:15](=[O:41])[C:16]2[CH:21]=[CH:20][C:19]([CH3:22])=[C:18]([N:23]3[CH:28]=[CH:27][N:26]=[C:25]([NH:29][C:30]([CH3:32])([C:33]4[CH:38]=[CH:37][CH:36]=[CH:35][C:34]=4[O:39][CH2:8][CH2:9][NH:44][CH3:42])[CH3:31])[C:24]3=[O:40])[CH:17]=2)[CH2:13][CH2:12]1 |f:0.1.2|. Procedure details: Potassium carbonate (330 mg) and 1-bromo-2-chloroethane (0.2 mL) were added to a stirred solution of N-cyclopropyl-3-(3-(2-(2-hydroxyphenyl)propan-2-ylamino)-2-oxopyrazin-1(2H)-yl)-4-methylbenzamide (Example 134, 0.1 g) in acetonitrile (5 mL). The reaction mixture was stirred under nitrogen at 83° C. for 16 h then concentrated in vacuo. The residue was treated with water and extracted into dichloromethane. The organic phase was washed with brine, dried (Na2SO4), filtered and concentrated in vacu... Starting materials: O=C([O-])[O-], Cn1nnnc1S, CC(C)=O, [K+], [K+], BrCCCSc1ccccc1. Yields the product Cn1nnnc1SCCCSc1ccccc1. As a reaction SMILES: [C:19](=[O:20])([O-:21])[O-:22].[CH3:1][n:2]1[n:3][n:4][n:5][c:6]1[SH:7].[CH3:25][C:26](=[O:27])[CH3:28].[K+:23].[K+:24].[c:8]1([S:14][CH2:15][CH2:16][CH2:17][Br:18])[cH:9][cH:10][cH:11][cH:12][cH:13]1>>[CH3:1][n:2]1[n:3][n:4][n:5][c:6]1[S:7][CH2:17][CH2:16][CH2:15][S:14][c:8]1[cH:9][cH:10][cH:11][cH:12][cH:13]1. RXN SMILES: [Cl:1][C:2](=[O:3])[O:4][c:5]1[cH:6][cH:7][c:8]([O:11][c:12]2[n:13][cH:14][c:15]([C:18]([F:19])([F:20])[F:21])[cH:16][cH:17]2)[cH:9][cH:10]1.[s:22]1[n:23][c:24]([N:31]2[CH2:32][CH2:33][NH:34][CH2:35][CH2:36]2)[c:25]2[c:26]1[cH:27][cH:28][cH:29][cH:30]2>>[C:2](=[O:3])([O:4][c:5]1[cH:6][cH:7][c:8]([O:11][c:12]2[n:13][cH:14][c:15]([C:18]([F:19])([F:20])[F:21])[cH:16][cH:17]2)[cH:9][cH:10]1)[N:34]1[CH2:33][CH2:32][N:31]([c:24]2[n:23][s:22][c:26]3[c:25]2[cH:30][cH:29][cH:28][cH:27]3)[CH2:36][CH2:35]1.[ClH:1]. Starting materials: O=C(Cl)Oc1ccc(Oc2ccc(C(F)(F)F)cn2)cc1, c1ccc2c(N3CCNCC3)nsc2c1. The product is O=C(Oc1ccc(Oc2ccc(C(F)(F)F)cn2)cc1)N1CCN(c2nsc3ccccc23)CC1, Cl.